This data is from the Open Reaction Database (ORD), a public repository of structured organic reaction records. The task is: describe an organic reaction: reactants, conditions, products, and yield Reactants: 2-amino-4-trifluoromethylphenols, C[O-].[Na+] (sodium methoxide), NC1=C(C(=CC(=C1)C(F)(F)F)F)O (2-amino-6-fluoro-4-trifluoromethylphenol), [N+](=O)([O-])C1=C(C=CC(=C1)C(F)(F)F)Cl (2-nitro-4-trifluoromethylchlorobenzene). Yields the product [N+](=O)([O-])C1=C(C=CC(=C1)C(F)(F)F)OC (2-nitro-4-trifluoromethylanisole). RXN SMILES: NC1C=C(C(F)(F)F)C=C(F)[C:3]=1[OH:13].[N+:14]([C:17]1[CH:22]=[C:21]([C:23]([F:26])([F:25])[F:24])[CH:20]=[CH:19][C:18]=1Cl)([O-:16])=[O:15].C[O-].[Na+]>>[N+:14]([C:17]1[CH:22]=[C:21]([C:23]([F:26])([F:25])[F:24])[CH:20]=[CH:19][C:18]=1[O:13][CH3:3])([O-:16])=[O:15] |f:2.3|. Procedure details: The 2-amino-4-trifluoromethylphenols (XI) required for the reaction sequence just described may be prepared by conventional methods. Thus, 2-amino-6-fluoro-4-trifluoromethylphenol may be prepared from 2-nitro-4-trifluoromethylchlorobenzene by reacting the latter with sodium methoxide to give 2-nitro-4-trifluoromethylanisole, and reducing this compound to 2-amino-4-trifluoromethylanisole. The latter compound may be diazotised and converted to its fluoborate salt and heated to give 2-fluoro-4-trif... Starting materials: O=C([O-])CC(=O)OCc1ccccc1, ClCCl, CN(C)C=O, O=C(Cl)C(=O)Cl. Yields the product O=C(Cl)CC(=O)OCc1ccccc1. As a reaction SMILES: [C:1]([CH2:2][C:3](=[O:4])[O-:5])(=[O:6])[O:7][CH2:8][c:9]1[cH:10][cH:11][cH:12][cH:13][cH:14]1.[CH2:26]([Cl:27])[Cl:28].[CH3:21][N:22]([CH3:23])[CH:24]=[O:25].[Cl:15][C:16]([C:17]([Cl:18])=[O:19])=[O:20]>>[C:1]([CH2:2][C:3](=[O:4])[Cl:15])(=[O:6])[O:7][CH2:8][c:9]1[cH:10][cH:11][cH:12][cH:13][cH:14]1. Starting materials: Cc1nc(-n2ccc(OCc3ccccc3)cc2=O)sc1C(=O)O, CCOC(=O)c1ccc(CN)o1. The product is CCOC(=O)c1ccc(CNC(=O)c2sc(-n3ccc(OCc4ccccc4)cc3=O)nc2C)o1. As a reaction SMILES: [CH2:13]([c:14]1[cH:15][cH:16][cH:17][cH:18][cH:19]1)[O:20][c:21]1[cH:22][c:23](=[O:36])[n:24](-[c:27]2[s:28][c:29]([C:33](=[O:34])[OH:35])[c:30]([CH3:32])[n:31]2)[cH:25][cH:26]1.[NH2:1][CH2:2][c:3]1[cH:4][cH:5][c:6]([C:8](=[O:9])[O:10][CH2:11][CH3:12])[o:7]1>>[NH:1]([CH2:2][c:3]1[cH:4][cH:5][c:6]([C:8](=[O:9])[O:10][CH2:11][CH3:12])[o:7]1)[C:33]([c:29]1[s:28][c:27](-[n:24]2[c:23](=[O:36])[cH:22][c:21]([O:20][CH2:13][c:14]3[cH:15][cH:16][cH:17][cH:18][cH:19]3)[cH:26][cH:25]2)[n:31][c:30]1[CH3:32])=[O:34]. Reaction SMILES: C[O:2][C:3]1[CH:4]=[C:5]([CH:9]([CH2:16][CH3:17])[CH:10]([CH3:15])[CH2:11][N:12]([CH3:14])[CH3:13])[CH:6]=[CH:7][CH:8]=1.I>>[OH:2][C:3]1[CH:4]=[C:5]([CH:9]([CH2:16][CH3:17])[CH:10]([CH3:15])[CH2:11][N:12]([CH3:14])[CH3:13])[CH:6]=[CH:7][CH:8]=1. The reactants are COC=1C=C(C=CC1)C(C(CN(C)C)C)CC (3-(3-methoxy-phenyl)-N,N,2-trimethyl pentylamine), I (hydroiodic acid). Reported procedure: The steps are: add 3-(3-methoxy-phenyl)-N,N,2-trimethyl pentylamine into a reaction flask, add hydroiodic acid, and perform heating and reflux for 5 hours; detect the reaction process by TLC; after that, cool the resultant to the room temperature, pour it to an alkaline solution to make the pH become 9, perform extraction by ethyl acetate and rinse by water; recycle the solvent by drying and decompression to obtain a light yellow liquid, 3-(3-hydroxy-phenyl)-N,N,2-trimethyl pentylamine; and sepa... Yields the product OC=1C=C(C=CC1)C(C(CN(C)C)C)CC (3-(3-hydroxy-phenyl)-N,N,2-trimethyl pentylamine). Reactants: C(C)(=O)OCC (ethyl acetate), [H-].[Na+] (sodium hydride), C(C)(C)(C)OC(=O)N1CCC(CC1)N1C=CC2=CC=CC(=C12)CO (4-(7-hydroxymethylindol-1-yl)piperidine-1-carboxylic acid tert-butyl ester), COCCl (methoxymethyl chloride). Run in O1CCCC1 (tetrahydrofuran), hexanes. Conditions: time 40 minute. The product is C(C)(C)(C)OC(=O)N1CCC(CC1)N1C=CC2=CC=CC(=C12)COCOC (4-(7-Methoxymethoxymethyl-indol-1-yl)piperidine-1-carboxylic acid tert-butyl ester). The yield is 80.8%. RXN SMILES: [C:1]([O:5][C:6]([N:8]1[CH2:13][CH2:12][CH:11]([N:14]2[C:22]3[C:17](=[CH:18][CH:19]=[CH:20][C:21]=3[CH2:23][OH:24])[CH:16]=[CH:15]2)[CH2:10][CH2:9]1)=[O:7])([CH3:4])([CH3:3])[CH3:2].[H-].[Na+].[CH3:27][O:28][CH2:29]Cl.C(OCC)(=O)C>O1CCCC1>[C:1]([O:5][C:6]([N:8]1[CH2:9][CH2:10][CH:11]([N:14]2[C:22]3[C:17](=[CH:18][CH:19]=[CH:20][C:21]=3[CH2:23][O:24][CH2:27][O:28][CH3:29])[CH:16]=[CH:15]2)[CH2:12][CH2:13]1)=[O:7])([CH3:4])([CH3:2])[CH3:3] |f:1.2|. Procedure details: Dissolve 4-(7-hydroxymethylindol-1-yl)piperidine-1-carboxylic acid tert-butyl ester (0.25 g, 0.76 mmol) in 5 mL of tetrahydrofuran and add sodium hydride (36 mg, 1.5 mmol) at room temperature. After 40 minutes, add methoxymethyl chloride (0.11 mL, 1.5 mmol) and stir the mixture for 4 hours. Concentrate the reaction and subject it to flash chromatography using 5:1 hexanes:ethyl acetate to give 0.23 g product. FAB MS 374. As a reaction SMILES: [C:1]1(=O)CCCCC1.[CH3:8][C:9]1[CH:14]=[CH:13][C:12]([S:15]([O:18][CH2:19][C:20]2([O:26][CH3:27])[CH2:25][CH2:24]O[CH2:22][CH2:21]2)(=[O:17])=[O:16])=[CH:11][CH:10]=1>>[CH3:8][C:9]1[CH:14]=[CH:13][C:12]([S:15]([O:18][CH2:19][C:20]2([O:26][CH3:27])[CH2:25][CH2:24][CH2:1][CH2:22][CH2:21]2)(=[O:17])=[O:16])=[CH:11][CH:10]=1. Procedure: This compound was synthesized from cyclohexanone following the procedure described for (4-methoxytetrahydro-2H-pyran-4-yl)methyl 4-methylbenzenesulfonate (Intermediate O). Yields the product CC1=CC=C(C=C1)S(=O)(=O)OCC1(CCCCC1)OC ((1-methoxycyclohexyl)methyl 4-methylbenzenesulfonate). Starting materials: C1(CCCCC1)=O (cyclohexanone), CC1=CC=C(C=C1)S(=O)(=O)OCC1(CCOCC1)OC ((4-methoxytetrahydro-2H-pyran-4-yl)methyl 4-methylbenzenesulfonate), CC1=CC=C(C=C1)S(=O)(=O)OCC1(CCOCC1)OC ((4-methoxytetrahydro-2H-pyran-4-yl)methyl 4-methylbenzenesulfonate).